From a dataset of the Open Reaction Database (ORD), a public repository of structured organic reaction records. describe an organic reaction: reactants, conditions, products, and yield Starting materials: C(CCl)Cl (EDC), C=1C=CC2=C(C1)N=NN2O (HOBT), Cl.F[C@@H]1CNCC1 ((3S)-3-fluoropyrrolidine hydrochloride), CCN(C(C)C)C(C)C (N,N′-diisopropylethylamine), C(C)(C)(C)OC(=O)N[C@H](C(=O)O)[C@@H](\C=C\C)C1=CC=C(C=C1)C1=CC=C(C=C1)F ((2S,3S,4E)-2-[(tert-Butoxycarbonyl)amino]-3-(4′-fluoro-1,1′-biphenyl-4-yl)-4-hexenoic acid). Run in ClCCl (dichloromethane). Run at time 48 hour. Yields the product C(C)(C)(C)OC(=O)N[C@H](C(=O)N1C[C@H](CC1)F)[C@@H](C=CC)C1=CC=C(C=C1)C1=CC=C(C=C1)F ((3S)-1-[(2S,3S)-2-[(tert-Butoxycarbonyl)amino]-3-(4′-fluoro-1,1′-biphenyl-4-yl)-1-oxohex-4-enyl]-3-fluoropyrrolidine). Reaction SMILES: [C:1]([O:5][C:6]([NH:8][C@@H:9]([C@H:13]([C:17]1[CH:22]=[CH:21][C:20]([C:23]2[CH:28]=[CH:27][C:26]([F:29])=[CH:25][CH:24]=2)=[CH:19][CH:18]=1)/[CH:14]=[CH:15]/[CH3:16])[C:10]([OH:12])=O)=[O:7])([CH3:4])([CH3:3])[CH3:2].C(Cl)CCl.C1C=CC2N(O)N=NC=2C=1.Cl.[F:45][C@H:46]1[CH2:50][CH2:49][NH:48][CH2:47]1.CCN(C(C)C)C(C)C>ClCCl>[C:1]([O:5][C:6]([NH:8][C@@H:9]([C@H:13]([C:17]1[CH:18]=[CH:19][C:20]([C:23]2[CH:24]=[CH:25][C:26]([F:29])=[CH:27][CH:28]=2)=[CH:21][CH:22]=1)[CH:14]=[CH:15][CH3:16])[C:10]([N:48]1[CH2:49][CH2:50][C@H:46]([F:45])[CH2:47]1)=[O:12])=[O:7])([CH3:2])([CH3:4])[CH3:3] |f:3.4|. Procedure: To 2.11 g (5.49 mmol) of the acid from Step F dissolved in anhydrous dichloromethane (100 mL) was added EDC (1.34 g, 7.0 mmol), HOBT (0.95 g, 7.0 mmol), (3S)-3-fluoropyrrolidine hydrochloride (880 mg, 7.0 mmol) and N,N′-diisopropylethylamine (1.1 mL, 7.0 mmol). After stirring for 48 h at room temperature, the reaction mixture was concentrated and diluted with 100 mL of 10% aqueous hydrochloric acid. The resultant mixture was then extracted with three 150-mL portions of ethyl acetate, the organic... The reactants are ClCCCOC1=C(C2=C(C(C=C(O2)CCC(=O)OC)=O)C=C1)CCC (Methyl 7-(3-chloropropoxy)-4-oxo-8-propyl-4H-1-benzopyran-2-propanoate). Reagents/catalysts: [Pd] (Pd/C). The solvent is C(C)(=O)OCC (ethyl acetate), P(O)(O)(O)=O (phosphoric acid), C(C)(=O)OCC (ethyl acetate). The product is ClCCCOC1=C(C2=C(CCC(O2)CCC(=O)OC)C=C1)CCC (Methyl 7-(3-chloropropoxy)-3,4-dihydro-8-propyl-2H-1-benzopyran-2-propanoate). Isolated yield 79.0%. RXN SMILES: [Cl:1][CH2:2][CH2:3][CH2:4][O:5][C:6]1[CH:22]=[CH:21][C:9]2[C:10](=O)[CH:11]=[C:12]([CH2:14][CH2:15][C:16]([O:18][CH3:19])=[O:17])[O:13][C:8]=2[C:7]=1[CH2:23][CH2:24][CH3:25]>C(OCC)(=O)C.P(=O)(O)(O)O.[Pd]>[Cl:1][CH2:2][CH2:3][CH2:4][O:5][C:6]1[CH:22]=[CH:21][C:9]2[CH2:10][CH2:11][CH:12]([CH2:14][CH2:15][C:16]([O:18][CH3:19])=[O:17])[O:13][C:8]=2[C:7]=1[CH2:23][CH2:24][CH3:25]. Procedure details: Methyl 7-(3-chloropropoxy)-4-oxo-8-propyl-4H-1-benzopyran-2-propanoate (2.0 g, 5.35 mmol) was dissolved in a mixture of 25 ml ethyl acetate and 0.32 ml phosphoric acid and hydrogenated at 5 psi and 25° C. using 2 g of 5% Pd/C as catalyst. The product was dissolved in ethyl acetate, washed with 10% sodium carbonate solution, then washed once with water, dried over magnesium sulfate and filtered. The solvent was removed under vacuum to give the product as a colorless oil (1.5 gm, 90% yield). Reactants: ClC=1C=C(C=C(C1)Cl)SC1=C(C(=C(N1)C)C(=O)OCC)C(C)C (ethyl 5-(3,5-dichlorophenylsulphanyl)-4-isopropyl-2-methyl-1H-pyrrole-3-carboxylate), Br.BrCC1=CC=NC=C1 (4-bromomethylpyridine hydrobromide), [OH-].[Na+] (sodium hydroxide). Reagents/catalysts: [Br-].C(CCC)[N+](CCCC)(CCCC)CCCC (tetra-n-butylammonium bromide). Solvent: O (water). Run at time 20 hour. The product is ClC=1C=C(C=C(C1)Cl)SC1=C(C(=C(N1C1=CC=NC=C1)C)C(=O)OCC)C(C)C (ethyl 5-(3,5-dichlorophenylsulphanyl)-4-isopropyl-2-methyl-1-pyridin-4-yl-1H-pyrrole-3-carboxylate). Yield: 90.1%. As a reaction SMILES: [Cl:1][C:2]1[CH:3]=[C:4]([S:9][C:10]2[NH:14][C:13]([CH3:15])=[C:12]([C:16]([O:18][CH2:19][CH3:20])=[O:17])[C:11]=2[CH:21]([CH3:23])[CH3:22])[CH:5]=[C:6]([Cl:8])[CH:7]=1.Br.BrC[C:27]1[CH:32]=[CH:31][N:30]=[CH:29][CH:28]=1.[OH-].[Na+]>[Br-].C([N+](CCCC)(CCCC)CCCC)CCC.O>[Cl:1][C:2]1[CH:3]=[C:4]([S:9][C:10]2[N:14]([C:27]3[CH:32]=[CH:31][N:30]=[CH:29][CH:28]=3)[C:13]([CH3:15])=[C:12]([C:16]([O:18][CH2:19][CH3:20])=[O:17])[C:11]=2[CH:21]([CH3:22])[CH3:23])[CH:5]=[C:6]([Cl:8])[CH:7]=1 |f:1.2,3.4,5.6|. Reported procedure: A solution of 0.1 g of ethyl 5-(3,5-dichlorophenylsulphanyl)-4-isopropyl-2-methyl-1H-pyrrole-3-carboxylate in 2 ml of anhydrous tetrahydroftiran was stirred at room temperature under nitrogen and treated with 65 mg of 4-bromomethylpyridine hydrobromide, 5 mg of tetra-n-butylammonium bromide and 24 mg of powdered sodium hydroxide. The mixture was stirred at room temperature for 20 h then diluted with 20 ml of water and extracted three times with 10 ml of ethyl acetate. Combined extracts were wash... The reactants are COC1=C(C=C(C(=C1C)C)[N+](=O)[O-])C (2-Methoxy-1,3,4-trimethyl-5-nitrobenzene). The reagents and catalysts are [Pd] (Pd/C). Solvent: C(C)OC(C)=O (ethylacetate). Product: COC1=C(C(=C(N)C=C1C)C)C (4-methoxy-2,3,5-trimethylaniline). Reaction SMILES: [CH3:1][O:2][C:3]1[C:8]([CH3:9])=[C:7]([CH3:10])[C:6]([N+:11]([O-])=O)=[CH:5][C:4]=1[CH3:14]>C(OC(=O)C)C.[Pd]>[CH3:1][O:2][C:3]1[C:4]([CH3:14])=[CH:5][C:6]([NH2:11])=[C:7]([CH3:10])[C:8]=1[CH3:9]. Reported procedure: 2-Methoxy-1,3,4-trimethyl-5-nitrobenzene (2.3 g) from the step above, was dissolved in 250 mL ethylacetate, to which Pd/C (0.6 g) was added. House vacuum was applied to it and then it was flushed with hydrogen. This cycle was repeated three times. The suspension was kept at room temperature with a hydrogen balloon overnight. The suspension was then filtered through a pad of Celite® and evaporated to dryness. Elution on a silicagel column (DCM: EtOAc, 10:1-5:1) gave 4-methoxy-2,3,5-trimethylanili... Starting materials: BrC=1C=2N(C=CC1)N=C(N2)Cl (8-bromo-2-chloro-[1,2,4]triazolo[1,5-a]pyridine), CN1NCC=2C(=CC=CC12)B1OC(C)(C)C(C)(C)O1 (1-methyl-2H-indazole-4-boronic acid pinacol ester), Example 2c. Product: ClC1=NN2C(C(=CC=C2)C2=C3C=NN(C3=CC=C2)C)=N1 (2-Chloro-8-(1-methyl-1H-indazol-4-yl)-[1,2,4]triazolo[1,5-a]pyridine). RXN SMILES: Br[C:2]1[C:3]2[N:4]([N:8]=[C:9]([Cl:11])[N:10]=2)[CH:5]=[CH:6][CH:7]=1.[CH3:12][N:13]1[C:21]2[CH:20]=[CH:19][CH:18]=[C:17](B3OC(C)(C)C(C)(C)O3)[C:16]=2[CH2:15][NH:14]1>>[Cl:11][C:9]1[N:10]=[C:3]2[C:2]([C:17]3[CH:18]=[CH:19][CH:20]=[C:21]4[C:16]=3[CH:15]=[N:14][N:13]4[CH3:12])=[CH:7][CH:6]=[CH:5][N:4]2[N:8]=1. Reported procedure: 2-Chloro-8-(1-methyl-1H-indazol-4-yl)-[1,2,4]triazolo[1,5-a]pyridine was prepared from 8-bromo-2-chloro-[1,2,4]triazolo[1,5-a]pyridine and 1-methyl-2H-indazole-4-boronic acid pinacol ester in a manner analogous to Example 2c (0.36 g, 59%). MS=284 (MH)+.